The task is: describe an organic reaction: reactants, conditions, products, and yield. This data is from the Open Reaction Database (ORD), a public repository of structured organic reaction records. The product is CCOC(OCC)C(Br)c1ccnc(SC)n1. Reactants: CCOC=Cc1ccnc(SC)n1, CCO, O=C1CCC(=O)N1Br. Reaction SMILES: [CH2:1]([CH3:2])[O:3][CH:4]=[CH:5][c:6]1[n:7][c:8]([S:12][CH3:13])[n:9][cH:10][cH:11]1.[CH3:22][CH2:23][OH:24].[O:14]=[C:15]1[N:16]([Br:21])[C:17](=[O:18])[CH2:19][CH2:20]1>>[CH2:1]([CH3:2])[O:3][CH:4]([CH:5]([c:6]1[n:7][c:8]([S:12][CH3:13])[n:9][cH:10][cH:11]1)[Br:21])[O:24][CH2:23][CH3:22]. Starting materials: CC1=C(C(=CC(=C1)C)C)O (2,4,6-trimethylphenol), [H-].[Na+] (sodium hydride), oil, ClC1=[N+](C(=CC(=C1C)Cl)C)[O-] (2,4-dichloro-3,6-dimethyl-pyridine 1-oxide). The solvent is C1CCOC1 (THF). The product is ClC1=CC(=[N+](C(=C1C)OC1=C(C=C(C=C1C)C)C)[O-])C (4-Chloro-2,5-dimethyl-6-(2,4,6-trimethyl-phenoxy)pyridine-1-oxide). Isolated yield 90.1%. RXN SMILES: [CH3:1][C:2]1[CH:7]=[C:6]([CH3:8])[CH:5]=[C:4]([CH3:9])[C:3]=1[OH:10].[H-].[Na+].Cl[C:14]1[C:19]([CH3:20])=[C:18]([Cl:21])[CH:17]=[C:16]([CH3:22])[N+:15]=1[O-:23]>C1COCC1>[Cl:21][C:18]1[C:19]([CH3:20])=[C:14]([O:10][C:3]2[C:4]([CH3:9])=[CH:5][C:6]([CH3:8])=[CH:7][C:2]=2[CH3:1])[N+:15]([O-:23])=[C:16]([CH3:22])[CH:17]=1 |f:1.2|. Procedure details: To a solution of 2,4,6-trimethylphenol (415 mg, 3.05 mmol) in dry THF (20 ml) was treated with 60% sodium hydride in oil (122 mg, 3.05 mmol) at room temperature. After all H2 was evolved, 2,4-dichloro-3,6-dimethyl-pyridine 1-oxide (585.4 mg, 3.05 mmol) was added and the resulting mixture was heated at reflux for 2 hours. The mixture was quenched with saturated ammonium chloride and extracted with ethyl acetate. The organic layer was dried and concentrated to dryness to give solid. The solid was ... RXN SMILES: [CH3:23][O:24][c:25]1[cH:26][c:27]([C:28](=[O:29])[Cl:30])[cH:31][cH:32][cH:33]1.[NH2:1][CH2:2][c:3]1[n:4][c:5]2[c:6]([cH:7][c:8]3[c:12]([cH:13]2)[N:11]([CH2:14][CH2:15][CH2:16][CH2:17][CH3:18])[C:10](=[O:19])[C:9]3([CH3:20])[CH3:21])[nH:22]1>>[NH:1]([CH2:2][c:3]1[n:4][c:5]2[c:6]([cH:7][c:8]3[c:12]([cH:13]2)[N:11]([CH2:14][CH2:15][CH2:16][CH2:17][CH3:18])[C:10](=[O:19])[C:9]3([CH3:20])[CH3:21])[nH:22]1)[C:28]([c:27]1[cH:26][c:25]([O:24][CH3:23])[cH:33][cH:32][cH:31]1)=[O:29]. Yields the product CCCCCN1C(=O)C(C)(C)c2cc3[nH]c(CNC(=O)c4cccc(OC)c4)nc3cc21. The reactants are COc1cccc(C(=O)Cl)c1, CCCCCN1C(=O)C(C)(C)c2cc3[nH]c(CN)nc3cc21. Reaction SMILES: [BH4-:14].[CH2:1]([CH3:2])[O:3][C:4]([CH2:5][CH2:6][C:7](=[O:8])[C:9]([F:10])([F:11])[F:12])=[O:13].[CH3:17][CH2:18][OH:19].[ClH:16].[Na+:15]>>[CH2:1]([CH3:2])[O:3][C:4]([CH2:5][CH2:6][CH:7]([OH:8])[C:9]([F:10])([F:11])[F:12])=[O:13]. The reactants are [BH4-], CCOC(=O)CCC(=O)C(F)(F)F, CCO, Cl, [Na+]. The product is CCOC(=O)CCC(O)C(F)(F)F. Reactants: CC(=O)OCCCCCCCCCCCCCCCCCI, COCCOC, BrCc1ccc(I)cc1, Cl[Ni]Cl, [Zn]. Product: CC(=O)OCCCCCCCCCCCCCCCCCCc1ccc(I)cc1. As a reaction SMILES: [C:1]([CH3:2])(=[O:3])[O:4][CH2:5][CH2:6][CH2:7][CH2:8][CH2:9][CH2:10][CH2:11][CH2:12][CH2:13][CH2:14][CH2:15][CH2:16][CH2:17][CH2:18][CH2:19][CH2:20][CH2:21][I:22].[CH3:36][O:37][CH2:38][CH2:39][O:40][CH3:41].[I:23][c:24]1[cH:25][cH:26][c:27]([CH2:28][Br:29])[cH:30][cH:31]1.[Ni:33]([Cl:34])[Cl:35].[Zn:32]>>[C:1]([CH3:2])(=[O:3])[O:4][CH2:5][CH2:6][CH2:7][CH2:8][CH2:9][CH2:10][CH2:11][CH2:12][CH2:13][CH2:14][CH2:15][CH2:16][CH2:17][CH2:18][CH2:19][CH2:20][CH2:21][CH2:28][c:27]1[cH:26][cH:25][c:24]([I:23])[cH:31][cH:30]1. The reactants are O=C1NCCOCCOCCOCCNC(COCCOC1)=O (5,12-Dioxo-1,7,10,16,19-pentaoxa-4,13-diaza-cycloheneicosane), [H-].[H-].[H-].[H-].[Li+].[Al+3] (LiAlH4). Run in O1CCCC1 (tetrahydrofurane), O1CCCC1 (tetrahydrofurane). The product is O1CCNCCOCCOCCNCCOCCOCC1 (1,7,10,16,19-Pentaoxa-4,13-diazacycloheneicosane). Yield: 70.0%. As a reaction SMILES: O=[C:2]1[CH2:22][O:21][CH2:20][CH2:19][O:18][CH2:17][C:16](=O)[NH:15][CH2:14][CH2:13][O:12][CH2:11][CH2:10][O:9][CH2:8][CH2:7][O:6][CH2:5][CH2:4][NH:3]1.[H-].[H-].[H-].[H-].[Li+].[Al+3]>O1CCCC1>[O:6]1[CH2:7][CH2:8][O:9][CH2:10][CH2:11][O:12][CH2:13][CH2:14][NH:15][CH2:16][CH2:17][O:18][CH2:19][CH2:20][O:21][CH2:22][CH2:2][NH:3][CH2:4][CH2:5]1 |f:1.2.3.4.5.6|. Reported procedure: A solution of 6.7 g. of the diamide obtained in Example 19 in 100 ml. anhydrous tetrahydrofurane is slowly added to a mixture of 50 ml. anhydrous tetrahydrofurane and 3.8 g. LiAlH4 while stirring. After the addition is complete, the mixture is stirred under reflux and under a nitrogen atmosphere for 11 hours. After cooling to room temperature, the reagent is destroyed by adding 10 ml. water in 25 ml. THF, followed by 10 ml. NaOH (15% in water) and then 30 ml. water. The mixture is filtered and t... The product is NC(=CC#N)C1=CC=C(C=C1)F (β-amino-β-(p-fluorophenyl)acrylonitrile). Procedure details: The procedure of Example 1 was used to react 2.7 grams (0.117 mole) of sodium and 5.2 grams (0.126 mole) of acetonitrile with 10.0 grams (0.083 mole) of p-fluorobenzonitrile. After the addition of water, the reaction mixture was extracted three times with chloroform. The combined chloroform extracts were concentrated to obtain a dark-colored crystalline mass which was recrystallized four times from a mixture of chloroform and hexane to obtain yellow plates of β-amino-β-(p-fluorophenyl)acrylonitr... Run in O (water). Reaction SMILES: [Na].[C:2](#[N:4])[CH3:3].[F:5][C:6]1[CH:13]=[CH:12][C:9]([C:10]#[N:11])=[CH:8][CH:7]=1>O>[NH2:11][C:10]([C:9]1[CH:12]=[CH:13][C:6]([F:5])=[CH:7][CH:8]=1)=[CH:3][C:2]#[N:4] |^1:0|. Reactants: [Na] (sodium), C(C)#N (acetonitrile), FC1=CC=C(C#N)C=C1 (p-fluorobenzonitrile). Starting materials: C=C(CCCC(=O)OC(C)(C)C)C(=O)OC(C)(C)C, CCO, CO, Sc1ccc(Cl)c(Cl)c1. The product is CC(C)(C)OC(=O)CCCC(CSc1ccc(Cl)c(Cl)c1)C(=O)OC(C)(C)C. RXN SMILES: [CH2:10]=[C:11]([C:12](=[O:13])[O:14][C:15]([CH3:16])([CH3:17])[CH3:18])[CH2:19][CH2:20][CH2:21][C:22](=[O:23])[O:24][C:25]([CH3:26])([CH3:27])[CH3:28].[CH3:29][CH2:30][OH:31].[CH3:32][OH:33].[Cl:1][c:2]1[cH:3][c:4]([SH:9])[cH:5][cH:6][c:7]1[Cl:8]>>[Cl:1][c:2]1[cH:3][c:4]([S:9][CH2:10][CH:11]([C:12](=[O:13])[O:14][C:15]([CH3:16])([CH3:17])[CH3:18])[CH2:19][CH2:20][CH2:21][C:22](=[O:23])[O:24][C:25]([CH3:26])([CH3:27])[CH3:28])[cH:5][cH:6][c:7]1[Cl:8].